From a dataset of the Open Reaction Database (ORD), a public repository of structured organic reaction records. describe an organic reaction: reactants, conditions, products, and yield Reactants: C(C)(C)(C)ON[C@@H](CC1=CC(I)=C(C(I)=C1)OC1=CC(I)=C(C(I)=C1)O)C(=O)O (N-(tert-butoxy)-L-thyroxine), [Na+].[Cl-] (NaCl). Solvent: P(=O)([O-])([O-])[O-].[K+].[K+].[K+] (potassium phosphate). The product is N[C@@H](CC1=CC(I)=C(C(I)=C1)OC1=CC(I)=C(C(I)=C1)O)C(=O)O (Thyroxine). Reaction SMILES: C(O[NH:6][C@H:7]([C:27]([OH:29])=[O:28])[CH2:8][C:9]1[CH:16]=[C:14]([I:15])[C:13]([O:17][C:18]2[CH:25]=[C:23]([I:24])[C:22]([OH:26])=[C:20]([I:21])[CH:19]=2)=[C:11]([I:12])[CH:10]=1)(C)(C)C.[Na+].[Cl-]>P([O-])([O-])([O-])=O.[K+].[K+].[K+]>[NH2:6][C@H:7]([C:27]([OH:29])=[O:28])[CH2:8][C:9]1[CH:10]=[C:11]([I:12])[C:13]([O:17][C:18]2[CH:19]=[C:20]([I:21])[C:22]([OH:26])=[C:23]([I:24])[CH:25]=2)=[C:14]([I:15])[CH:16]=1 |f:1.2,3.4.5.6|. Procedure details: 30 mg of N-(tert-butoxy)-L-thyroxine-catalase conjugate (10 mL of 3.0 mg/mL solution in 10 mM potassium phosphate buffer, pH 7) is attached to the latex polymer particles prepared according to Example 1, particle size 0.069 μm, following the procedure of Example 7 except that the reaction is performed at 40° C. in the absence of NaCl.